This data is from the Open Reaction Database (ORD), a public repository of structured organic reaction records. The task is: describe an organic reaction: reactants, conditions, products, and yield The reactants are NC=1C=C2C(=NC1)SC(=C2Br)S(=O)(=O)C2=CC(=CC(=C2)F)C#N (5-Amino-3-bromo-2-(3-cyano-5-fluoro-benzenesulfonyl)-thieno[2,3-b]pyridine), C(C)O (ethanol), FC=1C=C(C=CC1)B(O)O (3-fluorophenylboronic acid), solution, C(=O)([O-])[O-].[Na+].[Na+] (Na2CO3). Reagents/catalysts: C=1C=CC(=CC1)[P](C=2C=CC=CC2)(C=3C=CC=CC3)[Pd]([P](C=4C=CC=CC4)(C=5C=CC=CC5)C=6C=CC=CC6)([P](C=7C=CC=CC7)(C=8C=CC=CC8)C=9C=CC=CC9)[P](C=1C=CC=CC1)(C=1C=CC=CC1)C=1C=CC=CC1 (Pd(PPh3)4). The solvent is C1(=CC=CC=C1)C (toluene). The product is NC=1C=C2C(=NC1)SC(=C2C2=CC(=CC=C2)F)S(=O)(=O)C2=CC(=CC(=C2)F)C#N (5-Amino-2-(3-cyano-5-fluoro-benzenesulfonyl)-3-(3-fluorophenyl)-thieno[2,3-b]-pyridine). Isolated yield 7.6%. RXN SMILES: [NH2:1][C:2]1[CH:3]=[C:4]2[C:10](Br)=[C:9]([S:12]([C:15]3[CH:20]=[C:19]([F:21])[CH:18]=[C:17]([C:22]#[N:23])[CH:16]=3)(=[O:14])=[O:13])[S:8][C:5]2=[N:6][CH:7]=1.C(O)C.[F:27][C:28]1[CH:29]=[C:30](B(O)O)[CH:31]=[CH:32][CH:33]=1.C([O-])([O-])=O.[Na+].[Na+]>C1(C)C=CC=CC=1.C1C=CC([P]([Pd]([P](C2C=CC=CC=2)(C2C=CC=CC=2)C2C=CC=CC=2)([P](C2C=CC=CC=2)(C2C=CC=CC=2)C2C=CC=CC=2)[P](C2C=CC=CC=2)(C2C=CC=CC=2)C2C=CC=CC=2)(C2C=CC=CC=2)C2C=CC=CC=2)=CC=1>[NH2:1][C:2]1[CH:3]=[C:4]2[C:10]([C:32]3[CH:31]=[CH:30][CH:29]=[C:28]([F:27])[CH:33]=3)=[C:9]([S:12]([C:15]3[CH:20]=[C:19]([F:21])[CH:18]=[C:17]([C:22]#[N:23])[CH:16]=3)(=[O:14])=[O:13])[S:8][C:5]2=[N:6][CH:7]=1 |f:3.4.5,^1:53,55,74,93|. Reported procedure: 5-Amino-3-bromo-2-(3-cyano-5-fluoro-benzenesulfonyl)-thieno[2,3-b]pyridine (1.2 g, 29 mmol) was dissolved in toluene (16 ml) and ethanol (18 ml) under argon atmosphere. To the solution Pd(PPh3)4 (157 mg, 0.14 mmol), 3-fluorophenylboronic acid (0.50 g, 35.8 mmol) and 2M solution of Na2CO3 (14 ml) was added. The reaction mixture was refluxed for 1 hour then it was filtered through celite and washed with toluene. The filtrate was tightened in vacuum; water (13 ml) and ethyl acetate (13 ml) were add... Starting materials: CS(C)=O, CCN(C(C)C)C(C)C, O, c1ccc(-c2csc(N3CCNCC3)n2)cc1, O=C(Nc1ccc(-n2cccn2)cc1)OCC(Cl)(Cl)Cl. Product: O=C(Nc1ccc(-n2cccn2)cc1)N1CCN(c2nc(-c3ccccc3)cs2)CC1. Reaction SMILES: [CH3:47][S:48](=[O:49])[CH3:50].[CH:38]([N:39]([CH:40]([CH3:41])[CH3:42])[CH2:43][CH3:44])([CH3:45])[CH3:46].[OH2:51].[c:21]1(-[c:27]2[n:28][c:29]([N:32]3[CH2:33][CH2:34][NH:35][CH2:36][CH2:37]3)[s:30][cH:31]2)[cH:22][cH:23][cH:24][cH:25][cH:26]1.[n:1]1(-[c:6]2[cH:7][cH:8][c:9]([NH:12][C:13]([O:14][CH2:15][C:16]([Cl:17])([Cl:18])[Cl:19])=[O:20])[cH:10][cH:11]2)[n:2][cH:3][cH:4][cH:5]1>>[n:1]1(-[c:6]2[cH:7][cH:8][c:9]([NH:12][C:13](=[O:20])[N:35]3[CH2:34][CH2:33][N:32]([c:29]4[n:28][c:27](-[c:21]5[cH:22][cH:23][cH:24][cH:25][cH:26]5)[cH:31][s:30]4)[CH2:37][CH2:36]3)[cH:10][cH:11]2)[n:2][cH:3][cH:4][cH:5]1. Product: C1(CCCC1)CC(C(=O)NC1=NN(C=C1)C[C@H]1OC(OC1)(C)C)N1N=CC(=CC1=O)OC1=NC(=CC(=N1)C)C (3-cyclopentyl-N-[1-((R)-2,2-dimethyl-[1,3]dioxolan-4-ylmethyl)-1H-pyrazol-3-yl]-2-[4-(4,6-dimethyl-pyrimidin-2-yloxy)-6-oxo-6H-pyridazin-1-yl]-propionamide). Procedure: Using the method described in Example 49, 3-cyclopentyl-2-[4-(4,6-dimethyl-pyrimidin-2-yloxy)-6-oxo-6H-pyridazin-1-yl]-propionic acid (Intermediate 80) and 1-((R)-2,2-dimethyl-[1,3]dioxolan-4-ylmethyl)-1H-pyrazol-3-ylamine (Intermediate 4) afforded 3-cyclopentyl-N-[1-((R)-2,2-dimethyl-[1,3]dioxolan-4-ylmethyl)-1H-pyrazol-3-yl]-2-[4-(4,6-dimethyl-pyrimidin-2-yloxy)-6-oxo-6H-pyridazin-1-yl]-propionamide as a light yellow solid as a mixture of diastereomers (0.68 g, 92%). RXN SMILES: [CH:1]1([CH2:6][CH:7]([N:11]2[C:16](=[O:17])[CH:15]=[C:14]([O:18][C:19]3[N:24]=[C:23]([CH3:25])[CH:22]=[C:21]([CH3:26])[N:20]=3)[CH:13]=[N:12]2)[C:8](O)=[O:9])[CH2:5][CH2:4][CH2:3][CH2:2]1.[CH3:27][C:28]1([CH3:40])[O:32][C@H:31]([CH2:33][N:34]2[CH:38]=[CH:37][C:36]([NH2:39])=[N:35]2)[CH2:30][O:29]1>>[CH:1]1([CH2:6][CH:7]([N:11]2[C:16](=[O:17])[CH:15]=[C:14]([O:18][C:19]3[N:24]=[C:23]([CH3:25])[CH:22]=[C:21]([CH3:26])[N:20]=3)[CH:13]=[N:12]2)[C:8]([NH:39][C:36]2[CH:37]=[CH:38][N:34]([CH2:33][C@@H:31]3[CH2:30][O:29][C:28]([CH3:40])([CH3:27])[O:32]3)[N:35]=2)=[O:9])[CH2:5][CH2:4][CH2:3][CH2:2]1. Reactants: C1(CCCC1)CC(C(=O)O)N1N=CC(=CC1=O)OC1=NC(=CC(=N1)C)C (3-cyclopentyl-2-[4-(4,6-dimethyl-pyrimidin-2-yloxy)-6-oxo-6H-pyridazin-1-yl]-propionic acid), CC1(OC[C@H](O1)CN1N=C(C=C1)N)C (1-((R)-2,2-dimethyl-[1,3]dioxolan-4-ylmethyl)-1H-pyrazol-3-ylamine), C1(CCCC1)CC(C(=O)O)N1N=CC(=CC1=O)OC1=NC(=CC(=N1)C)C (3-cyclopentyl-2-[4-(4,6-dimethyl-pyrimidin-2-yloxy)-6-oxo-6H-pyridazin-1-yl]-propionic acid), CC1(OC[C@H](O1)CN1N=C(C=C1)N)C (1-((R)-2,2-dimethyl-[1,3]dioxolan-4-ylmethyl)-1H-pyrazol-3-ylamine). Reactants: NCC=1C=CC(=C(C(=O)OC)C1)Cl (methyl 5-(aminomethyl)-2-chlorobenzoate), CCN(C(C)C)C(C)C (DIPEA), C1(CC1)C(=O)Cl (Cyclopropanecarbonyl chloride). The solvent is C1CCOC1 (THF). Conditions: time 5.5 hour. Yields the product ClC1=C(C(=O)OC)C=C(C=C1)CNC(=O)C1CC1 (methyl 2-chloro-5-(cyclopropanecarboxamidomethyl)benzoate). RXN SMILES: [NH2:1][CH2:2][C:3]1[CH:4]=[CH:5][C:6]([Cl:13])=[C:7]([CH:12]=1)[C:8]([O:10][CH3:11])=[O:9].CCN(C(C)C)C(C)C.[CH:23]1([C:26](Cl)=[O:27])[CH2:25][CH2:24]1>C1COCC1>[Cl:13][C:6]1[CH:5]=[CH:4][C:3]([CH2:2][NH:1][C:26]([CH:23]2[CH2:25][CH2:24]2)=[O:27])=[CH:12][C:7]=1[C:8]([O:10][CH3:11])=[O:9]. Reported procedure: To a solution of methyl 5-(aminomethyl)-2-chlorobenzoate (15.0 g, 75 mmol) in dry THF (150 mL) was added DIPEA (15 mL) under nitrogen atmosphere. Cyclopropanecarbonyl chloride was added to the reaction mixture at 10° C. and (11.81 g, 113 mmol). The reaction mixture was stirred at RT for 5-6 h. The reaction mixture was quenched with ice water and extracted with ethyl acetate. The organic layer was washed with dilute HCl, followed with sodium bicarbonate solution and concentrated to afford 10.0 g ... The reactants are C(C)OC(=O)N1CCN(CC1)C([C@H](CCC(=O)OC(C)(C)C)NC(=O)C1=NN(C(=C1)O)C1=CC=CC=C1)=O (4-{(S)-4-tert-Butoxycarbonyl-2-[(5-hydroxy-1-phenyl-1H-pyrazole-3-carbonyl)-amino]-butyryl}-piperazine-1-carboxylic acid ethyl ester), C([O-])([O-])=O.[Cs+].[Cs+] (cesium carbonate), C(C)OC(=O)C1(CCC1)Br (1-Bromo-cyclobutanecarboxylic acid ethyl ester). Solvent: CN(C)C=O (DMF), O (water). Reaction conditions: temperature 100 celsius. Product: C(C)OC(=O)N1CCN(CC1)C([C@H](CCC(=O)OC(C)(C)C)NC(=O)C1=NN(C(=C1)OC1(CCC1)C(=O)OCC)C1=CC=CC=C1)=O (4-((S)-4-tert-Butoxycarbonyl-2-{[5-(1-ethoxycarbonyl-cyclobutoxy)-1-phenyl-1H-pyrazole-3-carbonyl]-amino}-butyryl)-piperazine-1-carboxylic acid ethyl ester). RXN SMILES: [CH2:1]([O:3][C:4]([N:6]1[CH2:11][CH2:10][N:9]([C:12](=[O:38])[C@@H:13]([NH:23][C:24]([C:26]2[CH:30]=[C:29]([OH:31])[N:28]([C:32]3[CH:37]=[CH:36][CH:35]=[CH:34][CH:33]=3)[N:27]=2)=[O:25])[CH2:14][CH2:15][C:16]([O:18][C:19]([CH3:22])([CH3:21])[CH3:20])=[O:17])[CH2:8][CH2:7]1)=[O:5])[CH3:2].C(=O)([O-])[O-].[Cs+].[Cs+].[CH2:45]([O:47][C:48]([C:50]1(Br)[CH2:53][CH2:52][CH2:51]1)=[O:49])[CH3:46]>CN(C=O)C.O>[CH2:1]([O:3][C:4]([N:6]1[CH2:11][CH2:10][N:9]([C:12](=[O:38])[C@@H:13]([NH:23][C:24]([C:26]2[CH:30]=[C:29]([O:31][C:50]3([C:48]([O:47][CH2:45][CH3:46])=[O:49])[CH2:53][CH2:52][CH2:51]3)[N:28]([C:32]3[CH:37]=[CH:36][CH:35]=[CH:34][CH:33]=3)[N:27]=2)=[O:25])[CH2:14][CH2:15][C:16]([O:18][C:19]([CH3:22])([CH3:21])[CH3:20])=[O:17])[CH2:8][CH2:7]1)=[O:5])[CH3:2] |f:1.2.3|. Reported procedure: To a solution of 1.5 g of 4-{(S)-4-tert-Butoxycarbonyl-2-[(5-hydroxy-1-phenyl-1H-pyrazole-3-carbonyl)-amino]-butyryl}-piperazine-1-carboxylic acid ethyl ester in 20 ml of DMF, 1.8 g of cesium carbonate and 1.2 g of 1-Bromo-cyclobutanecarboxylic acid ethyl ester was added and heated to 100° C. for 2 h. Then, the reaction mixture was diluted with water and extracted with ethyl acetate (3×150 ml). The combined organic phases were dried over MgSO4 and the solvents were removed under reduced pressure... Reactants: ClC1=CC=C(C=C1)CC(C(=O)OCC)C#N (ethyl 3-(4-chlorophenyl)-2-cyanopropionate), BrC(C(=O)OCC)C (ethyl 2-bromopropionate). The product is ClC1=CC=C(C=C1)CC(CCC(=O)OCC)(C(=O)OCC)C#N (ethyl 5-(4-chlorophenyl)-4-cyano-4-ethoxycarbonylvalerate). As a reaction SMILES: [Cl:1][C:2]1[CH:7]=[CH:6][C:5]([CH2:8][CH:9]([C:15]#[N:16])[C:10]([O:12][CH2:13][CH3:14])=[O:11])=[CH:4][CH:3]=1.Br[CH:18]([CH3:24])[C:19]([O:21][CH2:22][CH3:23])=[O:20]>>[Cl:1][C:2]1[CH:3]=[CH:4][C:5]([CH2:8][C:9]([C:15]#[N:16])([C:10]([O:12][CH2:13][CH3:14])=[O:11])[CH2:24][CH2:18][C:19]([O:21][CH2:22][CH3:23])=[O:20])=[CH:6][CH:7]=1. Procedure details: In the same manner as Example 1-(b), 47.5 g of ethyl 3-(4-chlorophenyl)-2-cyanopropionate was reacted with ethyl 2-bromopropionate to obtain ethyl 5-(4-chlorophenyl)-4-cyano-4-ethoxycarbonylvalerate. Starting materials: Cl[Sn](Cl)(Cl)Cl, CC(Cl)(Cl)C(=O)OCC(F)(F)F, F. Product: CC(F)(Cl)C(=O)OCC(F)(F)F. As a reaction SMILES: [Cl:14][Sn:15]([Cl:16])([Cl:17])[Cl:18].[Cl:1][C:2]([C:3](=[O:4])[O:5][CH2:6][C:7]([F:8])([F:9])[F:10])([CH3:11])[Cl:12].[FH:13]>>[Cl:1][C:2]([C:3](=[O:4])[O:5][CH2:6][C:7]([F:8])([F:9])[F:10])([CH3:11])[F:13]. Starting materials: C1=CC=C(C=C1)P(C2=CC=CC=C2)C3=CC=CC=C3 (Ph3P), COC=1C=C2C=CC(=C(C2=CC1)C(C1=CC=C(C=C1)OCCN1CCCCC1)=O)OS(=O)(=O)C(F)(F)F (trifluoro-methanesulfonic acid 6-methoxy-1-[4-(2-piperidin-1-yl-ethoxy)-benzoyl]-naphthalen-2-yl ester), OB1OCC2=C1C=CC=C2 (1-hydroxy-2,1-benzoxaborolane), C(=O)([O-])[O-].[Na+].[Na+] (Na2CO3). The reagents and catalysts are CC(=O)[O-].CC(=O)[O-].[Pd+2] (Pd(OAc)2). Run in COCCOC (DME), C(Cl)Cl (CH2Cl2). Conditions: time 2 hour. Yields the product OCC1=C(C=CC=C1)C1=C(C2=CC=C(C=C2C=C1)OC)C(=O)C1=CC=C(C=C1)OCCN1CCCCC1 ([2-(2-hydroxymethyl-phenyl)-6-methoxy-naphthalen-1-yl]-[4-(2-piperidin-1-yl-ethoxy)-phenyl]-methanone). Isolated yield 31.4%. RXN SMILES: C1C=CC(P(C2C=CC=CC=2)C2C=CC=CC=2)=CC=1.[CH3:20][O:21][C:22]1[CH:23]=[C:24]2[C:29](=[CH:30][CH:31]=1)[C:28]([C:32](=[O:48])[C:33]1[CH:38]=[CH:37][C:36]([O:39][CH2:40][CH2:41][N:42]3[CH2:47][CH2:46][CH2:45][CH2:44][CH2:43]3)=[CH:35][CH:34]=1)=[C:27](OS(C(F)(F)F)(=O)=O)[CH:26]=[CH:25]2.C([O-])([O-])=O.[Na+].[Na+].OB1[C:68]2[CH:69]=[CH:70][CH:71]=[CH:72][C:67]=2[CH2:66][O:65]1>COCCOC.C(Cl)Cl.CC([O-])=O.CC([O-])=O.[Pd+2]>[OH:65][CH2:66][C:67]1[CH:72]=[CH:71][CH:70]=[CH:69][C:68]=1[C:27]1[CH:26]=[CH:25][C:24]2[C:29](=[CH:30][CH:31]=[C:22]([O:21][CH3:20])[CH:23]=2)[C:28]=1[C:32]([C:33]1[CH:34]=[CH:35][C:36]([O:39][CH2:40][CH2:41][N:42]2[CH2:47][CH2:46][CH2:45][CH2:44][CH2:43]2)=[CH:37][CH:38]=1)=[O:48] |f:2.3.4,8.9.10|. Procedure: Add Pd(OAc)2 (15 mg, 0.07 mmol) and Ph3P (47 mg, 0.18 mmol) to a stirred solution of trifluoro-methanesulfonic acid 6-methoxy-1-[4-(2-piperidin-1-yl-ethoxy)-benzoyl]-naphthalen-2-yl ester (600 mg, 1.1 mmol) in DME at r.t. Add Na2CO3 solution (2 mL of 2 M) followed by 1-hydroxy-2,1-benzoxaborolane (200 mg, 1.5 mmol). Stir at r.t. for 2 h and heat gently (˜50° C.) for 6 h. Dilute with CH2Cl2 and wash with water and brine, dry over MgSO4, filter and concentrate. Purify the crude product by flash ch... The reactants are C(C1=CC=CC=C1)N1C(N(C(N(C1=O)CC1=CC=CC=C1)=O)NC([C@H](CC(C)C)[C@H](C\C=C\C1=CC=CC=C1)C(NOCC1=CC=CC=C1)=O)=O)=O ((E)-N-(3,5-dibenzyl-hexahydro-2,4,6-trioxo-1,3,5-triazin-1-yl)-2(R)-[1(S)-(benzyloxycarbamoyl)-4-phenyl-3-butenyl]-4-methylvaleramide). Reagents/catalysts: [Pd] (palladium-on-carbon). The solvent is CO (methanol). Product: C(C1=CC=CC=C1)N1C(N(C(N(C1=O)CC1=CC=CC=C1)=O)NC([C@H](CC(C)C)[C@H](CCCC1=CC=CC=C1)C(NO)=O)=O)=O (N-(3,5-dibenzylhexahydro-2,4,6-trioxo-1,3,5-triazin-1-yl)-2(R)-[1(S)-(hydroxycarbamoyl)-4-phenylbutyl]-4-methylvaleramide). Isolated yield 4.9%. RXN SMILES: [CH2:1]([N:8]1[C:13](=[O:14])[N:12]([CH2:15][C:16]2[CH:21]=[CH:20][CH:19]=[CH:18][CH:17]=2)[C:11](=[O:22])[N:10]([NH:23][C:24](=[O:51])[C@@H:25]([C@@H:30]([C:40](=[O:50])[NH:41][O:42]CC2C=CC=CC=2)[CH2:31]/[CH:32]=[CH:33]/[C:34]2[CH:39]=[CH:38][CH:37]=[CH:36][CH:35]=2)[CH2:26][CH:27]([CH3:29])[CH3:28])[C:9]1=[O:52])[C:2]1[CH:7]=[CH:6][CH:5]=[CH:4][CH:3]=1>CO.[Pd]>[CH2:15]([N:12]1[C:13](=[O:14])[N:8]([CH2:1][C:2]2[CH:3]=[CH:4][CH:5]=[CH:6][CH:7]=2)[C:9](=[O:52])[N:10]([NH:23][C:24](=[O:51])[C@@H:25]([C@@H:30]([C:40](=[O:50])[NH:41][OH:42])[CH2:31][CH2:32][CH2:33][C:34]2[CH:39]=[CH:38][CH:37]=[CH:36][CH:35]=2)[CH2:26][CH:27]([CH3:29])[CH3:28])[C:11]1=[O:22])[C:16]1[CH:17]=[CH:18][CH:19]=[CH:20][CH:21]=1. Procedure: A solution of 0.211 g of (E)-N-(3,5-dibenzyl-hexahydro-2,4,6-trioxo-1,3,5-triazin-1-yl)-2(R)-[1(S)-(benzyloxycarbamoyl)-4-phenyl-3-butenyl]-4-methylvaleramide in 10 ml of methanol was hydrogenated in the presence of 0.020 g of 10% palladium-on-carbon for 6 hours. Filtration and evaporation of the filtrate gave a residue which was triturated with diethyl ether to give 0.009 g of N-(3,5-dibenzylhexahydro-2,4,6-trioxo-1,3,5-triazin-1-yl)-2(R)-[1(S)-(hydroxycarbamoyl)-4-phenylbutyl]-4-methylvalerami...